From a dataset of the Open Reaction Database (ORD), a public repository of structured organic reaction records. describe an organic reaction: reactants, conditions, products, and yield The reactants are C(C(=O)Cl)(=O)Cl (oxalylchloride), [Al+3].[Cl-].[Cl-].[Cl-] (AlCl3), C1(=CC=CC=C1)CC(=O)O (Phenylacetic acid), FC1=CC=C(C=C1)OC (4-fluoroanisole). Reagents/catalysts: CN(C)C=O (DMF). The solvent is ClCCl (dichloromethane). Reaction conditions: temperature 0 celsius, time 30 minute. Yields the product FC=1C=CC(=C(C1)C(CC1=CC=CC=C1)=O)O (1-(5-Fluoro-2-hydroxyphenyl)-2-phenylethanone). Isolated yield 56.0%. As a reaction SMILES: [C:1]1([CH2:7][C:8]([OH:10])=O)[CH:6]=[CH:5][CH:4]=[CH:3][CH:2]=1.C(Cl)(=O)C(Cl)=O.[F:17][C:18]1[CH:23]=[CH:22][C:21]([O:24]C)=[CH:20][CH:19]=1.[Al+3].[Cl-].[Cl-].[Cl-]>ClCCl.CN(C=O)C>[F:17][C:18]1[CH:19]=[CH:20][C:21]([OH:24])=[C:22]([C:8](=[O:10])[CH2:7][C:1]2[CH:2]=[CH:3][CH:4]=[CH:5][CH:6]=2)[CH:23]=1 |f:3.4.5.6|. Procedure details: Phenylacetic acid (8.09 g, 59.46 mmoles) was dissolved in 15 ml dichloromethane. To this mixture, oxalylchloride (5.2 ml, 59.46 mmoles) and DMF (3 drops) were added at 0° C. and stirred for 30 min. The solvent was evaporated and dissolved in 15 ml dichloromethane. To this mixture, 4-fluoroanisole (5.0 g, 39.64 mmoles) was added and cooled to 0° C. At 0° C. AlCl3 (7.92 g, 59.46 mmoles) was added and the reaction mixture was warmed to RT and stirred for 12 h. The reaction mixture was quenched by t... Reactants: CC#N, CN(C)C=O, NC1CC1, Cc1cc(-c2cc3ncccc3c(Cl)n2)ccc1N(C)C, O, O=C(O)C(F)(F)F. Product: Cc1cc(-c2cc3ncccc3c(NC3CC3)n2)ccc1N(C)C. As a reaction SMILES: [C:27](#[N:28])[CH3:29].[CH3:37][N:38]([CH3:39])[CH:40]=[O:41].[CH:22]1([NH2:25])[CH2:23][CH2:24]1.[Cl:1][c:2]1[c:3]2[cH:4][cH:5][cH:6][n:7][c:8]2[cH:9][c:10](-[c:12]2[cH:13][c:14]([CH3:21])[c:15]([N:18]([CH3:19])[CH3:20])[cH:16][cH:17]2)[n:11]1.[OH2:26].[OH:30][C:31]([C:32]([F:33])([F:34])[F:35])=[O:36]>>[c:2]1([NH:25][CH:22]2[CH2:23][CH2:24]2)[c:3]2[cH:4][cH:5][cH:6][n:7][c:8]2[cH:9][c:10](-[c:12]2[cH:13][c:14]([CH3:21])[c:15]([N:18]([CH3:19])[CH3:20])[cH:16][cH:17]2)[n:11]1. The reactants are ClC=1C=C(C(=O)N[C@@H](CC2=CC=C(C=C2)C=2N=C(N(C2)C)C(C)=NO)CCO)C=CC1OC(C)C ((S)-3-chloro-N-(4-hydroxy-1-(4-(2-(1-(hydroxyimino)ethyl)-1-methyl-1H-imidazol-4-yl)phenyl)butan-2-yl)-4-isopropoxybenzamide), C(=O)([O-])[O-].[K+].[K+] (K2CO3), C(=O)(OC(C)(C)C)C(CBr)N (Boc-2-amino ethyl bromide). The solvent is CN(C)C=O (DMF), O (water). Run at temperature 60 celsius, time 3 hour. Yields the product ClC=1C=C(C(=O)N[C@@H](CC2=CC=C(C=C2)C=2N=C(N(C2)C)C2(OCCO2)C)CCO)C=CC1OC(C)C ((S)-3-chloro-N-(4-hydroxy-1-(4-(1-methyl-2-(2-methyl-1,3-dioxolan-2-yl)-1H-imidazol-4-yl)phenyl)butan-2-yl)-4-isopropoxybenzamide). Isolated yield 45.5%. Reaction SMILES: [Cl:1][C:2]1[CH:3]=[C:4]([CH:29]=[CH:30][C:31]=1[O:32][CH:33]([CH3:35])[CH3:34])[C:5]([NH:7][C@H:8]([CH2:26][CH2:27][OH:28])[CH2:9][C:10]1[CH:15]=[CH:14][C:13]([C:16]2[N:17]=[C:18]([C:22](=NO)[CH3:23])[N:19]([CH3:21])[CH:20]=2)=[CH:12][CH:11]=1)=[O:6].[C:36]([O-:39])([O-])=O.[K+].[K+].[C:42](C(N)CBr)(OC(C)(C)C)=[O:43]>CN(C=O)C.O>[Cl:1][C:2]1[CH:3]=[C:4]([CH:29]=[CH:30][C:31]=1[O:32][CH:33]([CH3:34])[CH3:35])[C:5]([NH:7][C@H:8]([CH2:26][CH2:27][OH:28])[CH2:9][C:10]1[CH:15]=[CH:14][C:13]([C:16]2[N:17]=[C:18]([C:22]3([CH3:23])[O:39][CH2:36][CH2:42][O:43]3)[N:19]([CH3:21])[CH:20]=2)=[CH:12][CH:11]=1)=[O:6] |f:1.2.3|. Procedure details: To a solution of compound 3 (5.000 g, 17 mmol) in DMF (15 mL) was added K2CO3 (3.51 g, 26 mmol) and Boc-2-amino ethyl bromide (4.56 g, 20.35 mmol). The resulting mixture was stirred at 60° C. for three hours. The mixture was diluted with water and extracted with EtOAc (3×50 mL). The organic layers were combined, dried over Na2SO4, and concentrated. Purification with column chromatography (Hexanes/EtOAc 50:50) gave the product 4 (4.08 g, 55%) as white solid. Reactants: CN1CCN(CC1)C1=CC=C(C(=O)O)C=C1 (4-(4-methylpiperazin-1-yl)benzoic acid), C(C(=O)Cl)(=O)Cl (oxalyl chloride). The reagents and catalysts are CN(C=O)C (N,N-dimethylformamide). Run in ClCCl (dichloromethane). Run at time 2 hour. Yields the product CN1CCN(CC1)C1=CC=C(C(=O)Cl)C=C1 (4-(4-methylpiperazin-1-yl)benzoyl chloride). As a reaction SMILES: [CH3:1][N:2]1[CH2:7][CH2:6][N:5]([C:8]2[CH:16]=[CH:15][C:11]([C:12](O)=[O:13])=[CH:10][CH:9]=2)[CH2:4][CH2:3]1.C(Cl)(=O)C([Cl:20])=O>ClCCl.CN(C)C=O>[CH3:1][N:2]1[CH2:7][CH2:6][N:5]([C:8]2[CH:16]=[CH:15][C:11]([C:12]([Cl:20])=[O:13])=[CH:10][CH:9]=2)[CH2:4][CH2:3]1. Procedure details: In a 50 mL round bottom flask, dissolved 4-(4-methylpiperazin-1-yl)benzoic acid (1.00 g, 4.50 mmol) in dichloromethane (5.0 mL). Added oxalyl chloride (1.2 mL, 9.1 mmol) and N,N-dimethylformamide (2 drops). Stirred at RT for 2 hours. Concentrated and isolated 4-(4-methylpiperazin-1-yl)benzoyl chloride as an off-white solid. LC/MS of methyl ester (quenched with methanol) revealed an MS (M+H)+ of 235; Calc'd 234.29 for C13H18N2O2 (methyl ester).